Dataset: the Open Reaction Database (ORD), a public repository of structured organic reaction records. Task: describe an organic reaction: reactants, conditions, products, and yield Starting materials: CC(Cl)c1cccnc1, O=C(O)CCC(=O)C1CC1. Reagents/catalysts: O=C([O-])[O-].[Cs+].[Cs+] (cesium carbonate), [I-].[K+] (potassium iodide). Solvent: CN(C)C=O (DMF), CN(C)C=O (dmf), CN(C)C=O (DMF). Run at temperature 70 celsius, time 16 hour. Yields the product CC(OC(=O)CCC(=O)C1CC1)c1cccnc1. Starting materials: BrC(C(=O)OCC)(C(=O)[O-])CC1=CC=CC=C1 (Ethyl bromo-(phenylmethyl)propanedioate), C(=O)=O (carbon dioxide). Product: BrC(C(=O)OCC)CC1=CC=CC=C1 (ethyl 2-bromo-3-phenylpropionate). RXN SMILES: [Br:1][C:2]([CH2:11][C:12]1[CH:17]=[CH:16][CH:15]=[CH:14][CH:13]=1)(C([O-])=O)[C:3]([O:5][CH2:6][CH3:7])=[O:4].C(=O)=O>>[Br:1][CH:2]([CH2:11][C:12]1[CH:17]=[CH:16][CH:15]=[CH:14][CH:13]=1)[C:3]([O:5][CH2:6][CH3:7])=[O:4]. Procedure: Ethyl bromo-(phenylmethyl)propandioate (XXVI, Example 60, 130 g.) is heated under reduced pressure to 140° with vigorous evolution of carbon dioxide. When decarboxylation is complete (about 5 minutes), the mixture is distilled to give ethyl 2-bromo-3-phenylpropionate, b.p. 120°/30 mm. Starting materials: [BH3-]C#N, ClCCl, CC(=O)O, CCOC(=O)C(N)(O[SiH](C)C)C(c1cccnc1Cl)C(C)(C)C, [Na+], [Na+], O, O=C([O-])O. Product: CCOC(=O)C(NC)(O[SiH](C)C)C(c1cccnc1Cl)C(C)(C)C. As a reaction SMILES: [C:5]([BH3-:6])#[N:7].[CH2:38]([Cl:39])[Cl:40].[CH3:1][C:2](=[O:3])[OH:4].[NH2:9][C:10]([C:11](=[O:12])[O:13][CH2:14][CH3:15])([CH:16]([c:17]1[c:18]([Cl:23])[n:19][cH:20][cH:21][cH:22]1)[C:24]([CH3:25])([CH3:26])[CH3:27])[O:28][SiH:29]([CH3:30])[CH3:31].[Na+:32].[Na+:8].[OH2:37].[OH:33][C:34](=[O:35])[O-:36]>>[CH3:1][NH:9][C:10]([C:11](=[O:12])[O:13][CH2:14][CH3:15])([CH:16]([c:17]1[c:18]([Cl:23])[n:19][cH:20][cH:21][cH:22]1)[C:24]([CH3:25])([CH3:26])[CH3:27])[O:28][SiH:29]([CH3:30])[CH3:31]. Reactants: CC1=C(O)C(=CC(=C1)O)C (2,6-dimethylhydroquinone), BF3-ether, C(=C)C1(CCC1)O (1-vinyl-cyclobutanol). Run in O1CCOCC1 (dioxane), O1CCOCC1 (dioxane), C(C)(=O)OCC (ethyl acetate). Yields the product CC1=C2CCC3(CCC3)OC2=CC(=C1O)C (5,7-dimethyl-3,4-dihydrospiro[chromene-2,1′-cyclobutan]-6-ol). The yield is 38.7%. Reaction SMILES: [CH3:1][C:2]1[CH:8]=[C:7]([OH:9])[CH:6]=[C:5]([CH3:10])[C:3]=1[OH:4].[CH:11]([C:13]1(O)[CH2:16][CH2:15][CH2:14]1)=[CH2:12]>O1CCOCC1.C(OCC)(=O)C>[CH3:10][C:5]1[C:3]([OH:4])=[C:2]([CH3:1])[CH:8]=[C:7]2[C:6]=1[CH2:12][CH2:11][C:13]1([O:9]2)[CH2:16][CH2:15][CH2:14]1. Reported procedure: To a solution of 2,6-dimethylhydroquinone (2.36 g) and BF3-ether (4.47 mL) in dioxane (10 mL) was added 1-vinyl-cyclobutanol (1.58 g) in dioxane (5 mL) over 50 min at 110° C. under nitrogen. The reaction was refluxed for one additional hour. The solution was diluted with ethyl acetate and washed with water and brine, dried and evaporated. The residue was chromatographed (silica gel, hexane-ethyl acetate 1% to 5%) gave 1.36 g of 5,7-dimethyl-3,4-dihydrospiro[chromene-2,1′-cyclobutan]-6-ol. Solvent: C1(=CC=CC=C1)C (toluene), O (water), C1(=CC=CC=C1)C (toluene). As a reaction SMILES: [F:1][CH:2]([F:14])[O:3][C:4]1[CH:13]=[CH:12][C:7]([C:8](OC)=[O:9])=[CH:6][N:5]=1.CC(C[AlH]CC(C)C)C.[OH-].[Na+].C([O-])(O)=O.[Na+]>C1(C)C=CC=CC=1.O>[F:14][CH:2]([F:1])[O:3][C:4]1[N:5]=[CH:6][C:7]([CH2:8][OH:9])=[CH:12][CH:13]=1 |f:2.3,4.5|. Procedure details: A cooled (−78° C.) solution of methyl 6-(difluoromethoxy)nicotinate (4.700 g; 23.13 mmol) in anh. toluene (130 ml) was treated dropwise with a solution of 1 M DIBAH in toluene (69.40 ml; 69.40 mmol), and the resulting mixture was further stirred at −78° C., under nitrogen, for 5 min., and then at 0° C. for 1.5 h. The obtained mixture was then treated successively with water (55 ml), 1 M aq. NaOH (12 ml), and aq. sat. NaHCO3 (100 ml). The separated aq. layer was further extracted with Et2O (2×100... Product: FC(OC1=CC=C(C=N1)CO)F ((6-(difluoromethoxy)pyridin-3-yl)methanol). Conditions: temperature -78 celsius, time 5 minute. The reactants are CC(C)C[AlH]CC(C)C (DIBAH), [OH-].[Na+] (NaOH), C(=O)(O)[O-].[Na+] (NaHCO3), FC(OC1=NC=C(C(=O)OC)C=C1)F (methyl 6-(difluoromethoxy)nicotinate). As a reaction SMILES: [O:1]=[S:2]1(=[O:23])[C:11]([C:12]2[CH:17]=[CH:16][CH:15]=[CH:14][C:13]=2[C:18]([F:21])([F:20])[F:19])=[C:10]([OH:22])[C:5]2=[N:6][CH:7]=[CH:8][CH:9]=[C:4]2[CH2:3]1.N1C=CC=CC=1.[C:30](Cl)(=[O:35])[C:31]([CH3:34])([CH3:33])[CH3:32].O>C(OC(=O)C)C.C1CCCCC1>[O:23]=[S:2]1(=[O:1])[C:11]([C:12]2[CH:17]=[CH:16][CH:15]=[CH:14][C:13]=2[C:18]([F:21])([F:19])[F:20])=[C:10]([O:22][C:30](=[O:35])[C:31]([CH3:34])([CH3:33])[CH3:32])[C:5]2=[N:6][CH:7]=[CH:8][CH:9]=[C:4]2[CH2:3]1 |f:4.5|. Reactants: O=S1(CC=2C(=NC=CC2)C(=C1C1=C(C=CC=C1)C(F)(F)F)O)=O (6,6-Dioxo-7-(2-trifluoromethyl-phenyl)-5,6-dihydro-thiopyrano[4,3-b]pyridin-8-ol), O (water), N1=CC=CC=C1 (pyridine), C(C(C)(C)C)(=O)Cl (pivaloylchloride). Run in C(C)OC(C)=O.C1CCCCC1 (ethylacetate cyclohexane). Yields the product O=S1(CC=2C(=NC=CC2)C(=C1C1=C(C=CC=C1)C(F)(F)F)OC(C(C)(C)C)=O)=O (2,2-Dimethyl-propionic acid 6,6-dioxo-7-(2-trifluoromethyl-phenyl)-5,6-dihydro-thiopyrano[4,3-b]pyridin-8-yl ester). Isolated yield 15.7%. Procedure details: To a solution of 6,6-Dioxo-7-(2-trifluoromethyl-phenyl)-5,6-dihydro-thiopyrano[4,3-b]pyridin-8-ol (1.92 g, 5.61 mmol) prepared according to the above Example 1 in methylenehloride (70 ml) was added at 0° C. pyridine (1.77 g, 22.4 mmol), followed by pivaloylchloride (0.744 g, 6.17 mmol). After stirring at room temperature for 16 h methylenehloride and water was added, the organic phase separated and concentrated. Chromatography over silica with ethylacetate/cyclohexane gave 380 mg colourless crys...